From a dataset of the Open Reaction Database (ORD), a public repository of structured organic reaction records. describe an organic reaction: reactants, conditions, products, and yield Reactants: SC(C)O (Mercaptoethanol), ClC=1C(=C2C=CC(=NC2=CC1)N1C[C@H](CC1)OS(=O)(=O)C)NC(CC1CCCCC1)=O (N-[6-chloro-2-[(3S)-3-[(methylsulfonyl)oxy]-1-pyrrolidinyl]-5-quinolinyl]-cyclohexaneacetamide), C([O-])([O-])=O.[K+].[K+] (potassium carbonate). Solvent: CN(C=O)C (N,N-dimethylformamide). Conditions: temperature 60 celsius. Product: ClC=1C(=C2C=CC(=NC2=CC1)N1C[C@H](CC1)SCCO)NC(CC1CCCCC1)=O (N-[6-Chloro-2-[(3S)-3-[(2-hydroxyethyl)thio]-1-pyrrolidinyl]-5-quinolinyl]-cyclohexaneacetamide). RXN SMILES: [SH:1][CH:2](O)C.[Cl:5][C:6]1[C:7]([NH:26][C:27](=[O:35])[CH2:28][CH:29]2[CH2:34][CH2:33][CH2:32][CH2:31][CH2:30]2)=[C:8]2[C:13](=[CH:14][CH:15]=1)[N:12]=[C:11]([N:16]1[CH2:20][CH2:19][C@H:18](OS(C)(=O)=O)[CH2:17]1)[CH:10]=[CH:9]2.[C:36](=[O:39])([O-])[O-].[K+].[K+]>CN(C)C=O>[Cl:5][C:6]1[C:7]([NH:26][C:27](=[O:35])[CH2:28][CH:29]2[CH2:34][CH2:33][CH2:32][CH2:31][CH2:30]2)=[C:8]2[C:13](=[CH:14][CH:15]=1)[N:12]=[C:11]([N:16]1[CH2:20][CH2:19][C@H:18]([S:1][CH2:2][CH2:36][OH:39])[CH2:17]1)[CH:10]=[CH:9]2 |f:2.3.4|. Procedure: Mercaptoethanol (0.073 mL) was added to N-[6-chloro-2-[(3S)-3-[(methylsulfonyl)oxy]-1-pyrrolidinyl]-5-quinolinyl]-cyclohexaneacetamide (Example 33(a)) (0.1 g) and potassium carbonate (0.24 g) in dry N,N-dimethylformamide. The reaction mixture was heated at 60° C. in a microwave for 2 hours and then partitioned between water and ethyl acetate. The combined organics were washed with brine, dried and concentrated. Purification (SiO2, methanol:dichloromethane 3:97 as eluant) gave the sub-titled comp... Starting materials: CC(C)(C)OC(=O)c1ccc(C=O)nc1, CCOC(=O)CP(=O)(OCC)OCC, CN(C)C=O, [H-], [Na+]. Product: CCOC(=O)C=Cc1ccc(C(=O)OC(C)(C)C)cn1. Reaction SMILES: [C:17]([CH3:18])([CH3:19])([CH3:20])[O:21][C:22](=[O:23])[c:24]1[cH:25][cH:26][c:27]([CH:30]=[O:31])[n:28][cH:29]1.[CH3:1][CH2:2][O:3][C:4](=[O:5])[CH2:6][P:7]([O:8][CH2:9][CH3:10])([O:11][CH2:12][CH3:13])=[O:14].[CH3:32][N:33]([CH3:34])[CH:35]=[O:36].[H-:15].[Na+:16]>>[CH3:1][CH2:2][O:3][C:4](=[O:5])[CH:6]=[CH:30][c:27]1[cH:26][cH:25][c:24]([C:22]([O:21][C:17]([CH3:18])([CH3:19])[CH3:20])=[O:23])[cH:29][n:28]1. Starting materials: CC(C)c1[nH]nc(OC2OC(CO)C(O)C(O)C2O)c1Cc1ccccc1O, Fc1ccccc1CBr. Yields the product CC(C)c1[nH]nc(OC2OC(CO)C(O)C(O)C2O)c1Cc1ccccc1OCc1ccccc1F. RXN SMILES: [CH:1]1([O:12][c:13]2[n:14][nH:15][c:16]([CH:26]([CH3:27])[CH3:28])[c:17]2[CH2:18][c:19]2[c:20]([OH:25])[cH:21][cH:22][cH:23][cH:24]2)[CH:2]([OH:3])[CH:4]([OH:5])[CH:6]([OH:7])[CH:8]([CH2:10][OH:11])[O:9]1.[F:29][c:30]1[c:31]([CH2:32][Br:33])[cH:34][cH:35][cH:36][cH:37]1>>[CH:1]1([O:12][c:13]2[n:14][nH:15][c:16]([CH:26]([CH3:27])[CH3:28])[c:17]2[CH2:18][c:19]2[c:20]([O:25][CH2:32][c:31]3[c:30]([F:29])[cH:37][cH:36][cH:35][cH:34]3)[cH:21][cH:22][cH:23][cH:24]2)[CH:2]([OH:3])[CH:4]([OH:5])[CH:6]([OH:7])[CH:8]([CH2:10][OH:11])[O:9]1. The reactants are C(#N)C1=NC(=C(C2=CC=C(C=C12)OC1=CC=CC=C1)O)C(=O)OC (Methyl 1-cyano-4-hydroxy-7-phenoxyisoquinoline-3-carboxylate), N[C@@H](CC(=O)O)C1=CC=CC=C1 ((S)-3-amino-3-phenyl-propionic acid), C[O-].[Na+] (sodium methoxide). Run in COCCO (2-methoxyethanol). The product is C(#N)C1=NC(=C(C2=CC=C(C=C12)OC1=CC=CC=C1)O)C(=O)N[C@@H](CC(=O)O)C1=CC=CC=C1 ((S)-3-[(1-Cyano-4-hydroxy-7-phenoxy-isoquinoline-3-carbonyl)-amino]-3-phenyl-propionic acid). As a reaction SMILES: [C:1]([C:3]1[C:12]2[C:7](=[CH:8][CH:9]=[C:10]([O:13][C:14]3[CH:19]=[CH:18][CH:17]=[CH:16][CH:15]=3)[CH:11]=2)[C:6]([OH:20])=[C:5]([C:21](OC)=[O:22])[N:4]=1)#[N:2].[NH2:25][C@H:26]([C:31]1[CH:36]=[CH:35][CH:34]=[CH:33][CH:32]=1)[CH2:27][C:28]([OH:30])=[O:29].C[O-].[Na+]>COCCO>[C:1]([C:3]1[C:12]2[C:7](=[CH:8][CH:9]=[C:10]([O:13][C:14]3[CH:19]=[CH:18][CH:17]=[CH:16][CH:15]=3)[CH:11]=2)[C:6]([OH:20])=[C:5]([C:21]([NH:25][C@H:26]([C:31]2[CH:36]=[CH:35][CH:34]=[CH:33][CH:32]=2)[CH2:27][C:28]([OH:30])=[O:29])=[O:22])[N:4]=1)#[N:2] |f:2.3|. Procedure details: Methyl 1-cyano-4-hydroxy-7-phenoxyisoquinoline-3-carboxylate (20 mg, 0.06 mmol), (S)-3-amino-3-phenyl-propionic acid (62 mg, 0.38 mmol) (PepTech Corp., Burlington Mass.) and sodium methoxide (19 mg, 0.35 mmol) were suspended in 2-methoxyethanol (3 mL). The resulting mixture was heated to reflux for 3 hours and then cooled to room temperature. The solvent was removed in vacuo and the residue was dissolved in H2O (15 mL) and EtOAc (15 mL). To the stirred mixture was added 1 N hydrochloric acid unt... The reactants are [N+](=O)([O-])C=1C=C(C(C#N)=CC1)C#N (4-nitrophthalonitrile), OC1=CC2=CC(=CC=C2C=C1)O (2,7-dihydroxynaphthalene), [OH-].[Na+] (sodium hydroxide), CS(=O)C (dimethyl sulfoxide). Run in C1=CC=CC=C1 (benzene), O (water). Run at time 15 hour. The product is C(#N)C=1C=C(OC2=CC3=CC(=CC=C3C=C2)OC2=CC(=C(C=C2)C#N)C#N)C=CC1C#N (2,7-Bis(3,4-Dicyanophenoxy)Naphthalene). Isolated yield 59.2%. RXN SMILES: [OH:1][C:2]1[CH:11]=[CH:10][C:9]2[C:4](=[CH:5][C:6]([OH:12])=[CH:7][CH:8]=2)[CH:3]=1.[OH-].[Na+].CS(C)=O.[N+]([C:22]1[CH:23]=[C:24]([C:30]#[N:31])[C:25](=[CH:28][CH:29]=1)[C:26]#[N:27])([O-])=O>O.C1C=CC=CC=1>[C:26]([C:25]1[CH:28]=[C:29]([CH:22]=[CH:23][C:24]=1[C:30]#[N:31])[O:1][C:2]1[CH:11]=[CH:10][C:9]2[C:4](=[CH:5][C:6]([O:12][C:22]3[CH:29]=[CH:28][C:25]([C:26]#[N:27])=[C:24]([C:30]#[N:31])[CH:23]=3)=[CH:7][CH:8]=2)[CH:3]=1)#[N:27] |f:1.2|. Reported procedure: A mixture of 4.0 g (0.025 mol) of 2,7-dihydroxynaphthalene (2.2 g, 0.054 mol) of 50% aqueous sodium hydroxide, 30 ml of dimethyl sulfoxide and 25 ml of benzene was heated at reflux under a nitrogen atmosphere for 4 hours. The water was azeotroped from the mixture with a Dean-Stark trap. The reaction content was cooled to room temperature and 8.7 g (0.05 mol) of 4-nitrophthalonitrile was added in one sum. The resulting mixture was stirred for 15 hours at room temperature and was then poured into ... Starting materials: C(\C=C/C(=O)O)(=O)O (maleic acid), COCCCCC(=O)C1=CC=C(C=C1)C(F)(F)F (5-methoxy-4'-trifluoromethylvalerophenone), Cl.Cl.NOCCN (2-aminooxyethylaminedihydrochloride), N1=CC=CC=C1 (pyridine). The solvent is C(C)O (ethanol), C(C)O (ethanol). The product is C(\C=C/C(=O)O)(=O)O.NCCON=C(CCCCOC)C1=CC=C(C=C1)C(F)(F)F (5-Methoxy-4'-trifluoromethylvalerophenone O-(2-aminoethyl) oxime maleate). RXN SMILES: [CH3:1][O:2][CH2:3][CH2:4][CH2:5][CH2:6][C:7]([C:9]1[CH:14]=[CH:13][C:12]([C:15]([F:18])([F:17])[F:16])=[CH:11][CH:10]=1)=O.Cl.Cl.[NH2:21][O:22][CH2:23][CH2:24][NH2:25].N1C=CC=CC=1.[C:32]([OH:39])(=[O:38])/[CH:33]=[CH:34]\[C:35]([OH:37])=[O:36]>C(O)C>[C:32]([OH:39])(=[O:38])/[CH:33]=[CH:34]\[C:35]([OH:37])=[O:36].[NH2:25][CH2:24][CH2:23][O:22][N:21]=[C:7]([C:9]1[CH:14]=[CH:13][C:12]([C:15]([F:18])([F:17])[F:16])=[CH:11][CH:10]=1)[CH2:6][CH2:5][CH2:4][CH2:3][O:2][CH3:1] |f:1.2.3,7.8|. Procedure details: 20.4 Mmol (5.3 g) of 5-methoxy-4'-trifluoromethylvalerophenone (melting point 43°-44° C), 20.5 mmol (3.1 g) of 2-aminooxyethylaminedihydrochloride and 10 ml of pyridine were refluxed for 15 hours in 20 ml of absolute ethanol. After evaporating the pyridine and the ethanol in vacuo, the residue was dissolved in water. This solution was washed with petroleum ether and 10 ml of 50% sodium hydroxide solution were then added. Then three extractions with 40 ml of ether were carried out. The ether extr... The reactants are CNc1ccc(OC)cc1, O=[N+]([O-])c1ccc2nc(Cl)nc(Cl)c2c1. Product: COc1ccc(N(C)c2nc(Cl)nc3ccc([N+](=O)[O-])cc23)cc1. Reaction SMILES: [CH3:16][O:17][c:18]1[cH:19][cH:20][c:21]([NH:22][CH3:23])[cH:24][cH:25]1.[Cl:1][c:2]1[n:3][c:4]2[cH:5][cH:6][c:7]([N+:13](=[O:14])[O-:15])[cH:8][c:9]2[c:10]([Cl:12])[n:11]1>>[Cl:1][c:2]1[n:3][c:4]2[cH:5][cH:6][c:7]([N+:13](=[O:14])[O-:15])[cH:8][c:9]2[c:10]([N:22]([c:21]2[cH:20][cH:19][c:18]([O:17][CH3:16])[cH:25][cH:24]2)[CH3:23])[n:11]1. Starting materials: CCCc1c(NC(C)=O)ccc(C(C)=O)c1O, CC(=O)OC(C)=O, CC(=O)O, O=[N+]([O-])O. Yields the product CCCc1c(O)c(C(C)=O)cc([N+](=O)[O-])c1NC(C)=O. RXN SMILES: [C:1]([CH3:2])(=[O:3])[NH:4][c:5]1[c:6]([CH2:15][CH2:16][CH3:17])[c:7]([OH:14])[c:8]([C:11]([CH3:12])=[O:13])[cH:9][cH:10]1.[CH3:18][C:19]([O:20][C:21](=[O:22])[CH3:23])=[O:24].[CH3:29][C:30](=[O:31])[OH:32].[OH:25][N+:26]([O-:27])=[O:28]>>[C:1]([CH3:2])(=[O:3])[NH:4][c:5]1[c:6]([CH2:15][CH2:16][CH3:17])[c:7]([OH:14])[c:8]([C:11]([CH3:12])=[O:13])[cH:9][c:10]1[N+:26](=[O:25])[O-:27].